From a dataset of the Open Reaction Database (ORD), a public repository of structured organic reaction records. describe an organic reaction: reactants, conditions, products, and yield The reactants are OC1C2=C(OCC3=C1C=CC=C3)C=CC(=C2)OCC2=NC3=CC=CC=C3C=C2 (11-Hydroxy-2-(quinolin-2-yl)methoxy-6,11-dihydrodibenz[b,e]oxepine), SC(C(=O)O)C (2-mercaptopropionic acid). The product is C(=O)(O)C(C)SC1C2=C(OCC3=C1C=CC=C3)C=CC(=C2)OCC2=NC3=CC=CC=C3C=C2 (11-(1-Carboxyethylthio)-2-(quinolin-2-yl)methoxy-6,11-dihydrodibenz[b,e]oxepine). RXN SMILES: O[CH:2]1[C:8]2[CH:9]=[CH:10][CH:11]=[CH:12][C:7]=2[CH2:6][O:5][C:4]2[CH:13]=[CH:14][C:15]([O:17][CH2:18][C:19]3[CH:28]=[CH:27][C:26]4[C:21](=[CH:22][CH:23]=[CH:24][CH:25]=4)[N:20]=3)=[CH:16][C:3]1=2.[SH:29][CH:30]([CH3:34])[C:31]([OH:33])=[O:32]>>[C:31]([CH:30]([S:29][CH:2]1[C:8]2[CH:9]=[CH:10][CH:11]=[CH:12][C:7]=2[CH2:6][O:5][C:4]2[CH:13]=[CH:14][C:15]([O:17][CH2:18][C:19]3[CH:28]=[CH:27][C:26]4[C:21](=[CH:22][CH:23]=[CH:24][CH:25]=4)[N:20]=3)=[CH:16][C:3]1=2)[CH3:34])([OH:33])=[O:32]. Procedure: 11-Hydroxy-2-(quinolin-2-yl)methoxy-6,11-dihydrodibenz[b,e]oxepine and 2-mercaptopropionic acid were used and reacted in the same manner as in Example 1 to obtain the title compound. The reactants are [N+](=O)([O-])C1=CC=C(C=O)C=C1 (4-nitrobenzaldehyde), N1(CCNCC1)C(=O)OC(C)(C)C (1,1-dimethylethyl 1-piperazinecarboxylate), C[C@@H]1N(CCN(C1)CC1=CC=C(C=C1)[N+](=O)[O-])C(=O)OC(C)(C)C (1,1-Dimethylethyl (2S)-2-methyl-4-[(4-nitrophenyl)methyl]-1-piperazinecarboxylate). Run in 1A. Product: [N+](=O)([O-])C1=CC=C(C=C1)CN1CCN(CC1)C(=O)OC(C)(C)C (1,1-Dimethylethyl 4-[(4-nitrophenyl)methyl]-1-piperazinecarboxylate). Reaction SMILES: [N+](C1C=CC(C=O)=CC=1)([O-])=O.N1(C(OC(C)(C)C)=O)CCNCC1.C[C@H:26]1[CH2:31][N:30]([CH2:32][C:33]2[CH:38]=[CH:37][C:36]([N+:39]([O-:41])=[O:40])=[CH:35][CH:34]=2)[CH2:29][CH2:28][N:27]1[C:42]([O:44][C:45]([CH3:48])([CH3:47])[CH3:46])=[O:43]>>[N+:39]([C:36]1[CH:35]=[CH:34][C:33]([CH2:32][N:30]2[CH2:31][CH2:26][N:27]([C:42]([O:44][C:45]([CH3:48])([CH3:47])[CH3:46])=[O:43])[CH2:28][CH2:29]2)=[CH:38][CH:37]=1)([O-:41])=[O:40]. Procedure details: The title compound was prepared from 4-nitrobenzaldehyde and 1,1-dimethylethyl 1-piperazinecarboxylate using a method similar to that described for D1 in Description 1A although the product was purified by column chromatography followed by passing through an SCX column eluting with MeOH then 2M NH3 in MeOH. MS (ES+): 266.1, 222.2, no molecular ion (MH+) observed. Starting materials: CC(C)(C#N)c1cccc(NC(=O)Oc2ccccc2)c1, C1CCOC1, COCCOc1cc2ncnc(Oc3cccc(N)c3)c2cc1OC, CN(C)c1ccncc1. The product is COCCOc1cc2ncnc(Oc3cccc(NC(=O)Nc4cccc(C(C)(C)C#N)c4)c3)c2cc1OC. Reaction SMILES: [C:26](#[N:27])[C:28]([CH3:29])([CH3:30])[c:31]1[cH:32][c:33]([NH:37][C:38]([O:39][c:41]2[cH:42][cH:43][cH:44][cH:45][cH:46]2)=[O:40])[cH:34][cH:35][cH:36]1.[CH2:47]1[O:48][CH2:49][CH2:50][CH2:51]1.[CH3:1][O:2][c:3]1[cH:4][c:5]2[c:6]([O:18][c:19]3[cH:20][c:21]([NH2:22])[cH:23][cH:24][cH:25]3)[n:7][cH:8][n:9][c:10]2[cH:11][c:12]1[O:13][CH2:14][CH2:15][O:16][CH3:17].[CH3:52][N:53]([c:54]1[cH:55][cH:56][n:57][cH:58][cH:59]1)[CH3:60]>>[CH3:1][O:2][c:3]1[cH:4][c:5]2[c:6]([O:18][c:19]3[cH:20][c:21]([NH:22][C:38]([NH:37][c:33]4[cH:32][c:31]([C:28]([C:26]#[N:27])([CH3:29])[CH3:30])[cH:36][cH:35][cH:34]4)=[O:39])[cH:23][cH:24][cH:25]3)[n:7][cH:8][n:9][c:10]2[cH:11][c:12]1[O:13][CH2:14][CH2:15][O:16][CH3:17]. The reactants are O[C@@H]1[C@H](O)[C@@H](O)[C@@H](O)[C@H](O1)CO (α-Gal), CC1=CC(=O)OC2=C1C=CC(=C2)OC3C(C(C(C(O3)CO)O)O)O (4-methylumbelliferyl-α-D-galactopyranoside). The solvent is C(CC(O)(C(=O)[O-])CC(=O)[O-])(=O)[O-].P(=O)([O-])([O-])[O-] (citrate phosphate). Conditions: time 20 minute. Yields the product CC1=CC(=O)OC2=C1C=CC(=C2)O (4-MU). Reaction SMILES: O[C@H]1O[C@H](CO)[C@H](O)[C@H](O)[C@H]1O.[CH3:13][C:14]1[C:20]2[CH:21]=[CH:22][C:23]([O:25]C3OC(CO)C(O)C(O)C3O)=[CH:24][C:19]=2[O:18][C:16](=[O:17])[CH:15]=1>C([O-])(=O)CC(CC([O-])=O)(C([O-])=O)O.P([O-])([O-])([O-])=O>[CH3:13][C:14]1[C:20]2[CH:21]=[CH:22][C:23]([OH:25])=[CH:24][C:19]=2[O:18][C:16](=[O:17])[CH:15]=1 |f:2.3|. Reported procedure: α-Gal A was assayed using 4-methylumbelliferyl-α-D-galactopyranoside (4-MU-α-Gal) as previously described (Bishop, et al., 1980, In Enzyme Therapy in Genetic Diseases: 2. Desnick, R. J. (Ed.). Alan R. Liss, Inc. New York, p. 17). Briefly, a stock solution of 5 mM 4-MU was prepared in 0.1M citrate-phosphate buffer, pH 4.6 solubilized in an ultrasonic bath. The reaction mixtures containing 10-50 μl of enzyme preparation or cell extracts and 150 μl substrate, were incubated at 37° C. for 10-30 min....